Dataset: the Open Reaction Database (ORD), a public repository of structured organic reaction records. Task: describe an organic reaction: reactants, conditions, products, and yield Starting materials: O (water), O.C1(=CC(O)=CC(C)=C1)O (Orcinol monohydrate), ClC=1C=C(C=CC1)S(=O)(=O)Cl (3-chlorobenzenesulfonyl chloride), C(C)OCC (diethyl ether). RXN SMILES: O.[C:2]1([OH:10])[CH:9]=[C:7]([CH3:8])[CH:6]=[C:4]([OH:5])[CH:3]=1.[Cl:11][C:12]1[CH:13]=[C:14]([S:18](Cl)(=[O:20])=[O:19])[CH:15]=[CH:16][CH:17]=1.C(OCC)C.O>C([O-])(O)=O.[Na+]>[OH:5][C:4]1[CH:3]=[C:2]([O:10][S:18]([C:14]2[CH:15]=[CH:16][CH:17]=[C:12]([Cl:11])[CH:13]=2)(=[O:20])=[O:19])[CH:9]=[C:7]([CH3:8])[CH:6]=1 |f:0.1,5.6|. Product: OC=1C=C(C=C(C1)C)OS(=O)(=O)C1=CC(=CC=C1)Cl (3-Chlorobenzenesulfonic acid 3-hydroxy-5-methylphenyl ester). Yield: 69.6%. Procedure: 5 Orcinol monohydrate (1.42 g, 10 mmol) and 3-chlorobenzenesulfonyl chloride (2.43 g, 11 mmol) were mixed in saturated NaHCO3 (30 mmL and diethyl ether (30 mL). The biphasic mixture was stirred vigorously at room temperature for 2 days. After adding water (50 mL) to the mixture, the mixture was extracted with ethyl acetate (3×50 mL). The organic phase was then washed with brine (2×50 mL) and dried over Na2SO4. The solvent was removed in vacuo and the residue was purified by flash column chromato... Run in C(=O)(O)[O-].[Na+] (NaHCO3). Conditions: time 2 day. Reactants: O=C1CCC(=O)N1Br, Cc1ccc(C#N)cc1, ClC(Cl)(Cl)Cl, CC(C)(C#N)N=NC(C)(C)C#N. As a reaction SMILES: [Br:10][N:11]1[C:12](=[O:13])[CH2:14][CH2:15][C:16]1=[O:17].[CH3:1][c:2]1[cH:3][cH:4][c:5]([C:6]#[N:7])[cH:8][cH:9]1.[Cl:30][C:31]([Cl:32])([Cl:33])[Cl:34].[N:18]#[C:19][C:20]([N:21]=[N:22][C:23]([C:24]#[N:25])([CH3:26])[CH3:27])([CH3:28])[CH3:29]>>[CH2:1]([c:2]1[cH:3][cH:4][c:5]([C:6]#[N:7])[cH:8][cH:9]1)[Br:10]. The product is N#Cc1ccc(CBr)cc1. The reactants are N1=CC=CC2=CC=C3C=CC=NC3=C12 (1,10-phenanthroline), P(=O)([O-])([O-])[O-].[K+].[K+].[K+] (potassium phosphate), BrC#CC1=CC(=C(C=C1)OC)F (4-(bromoethynyl)-2-fluoro-1-methoxybenzene), ClC1=CC=2C3=C(NC2C=C1)CCN(C3)C (8-Chloro-2-methyl-2,3,4,5-tetrahydro-1H-pyrido[4,3-b]indole). The reagents and catalysts are S(=O)(=O)([O-])[O-].[Cu+2] (Copper sulfate). The solvent is C1(=CC=CC=C1)C (toluene). Reaction conditions: temperature 80 celsius. The product is ClC1=CC=2C3=C(N(C2C=C1)C#CC1=CC(=C(C=C1)OC)F)CCN(C3)C (8-chloro-5-((3-fluoro-4-methoxyphenyl)ethynyl)-2-methyl-2,3,4,5-tetrahydro-1H-pyrido[4,3-b]indole). The yield is 12.1%. Reaction SMILES: [Cl:1][C:2]1[CH:10]=[CH:9][C:8]2[NH:7][C:6]3[CH2:11][CH2:12][N:13]([CH3:15])[CH2:14][C:5]=3[C:4]=2[CH:3]=1.N1C2C(=CC=C3C=2N=CC=C3)C=CC=1.P([O-])([O-])([O-])=O.[K+].[K+].[K+].Br[C:39]#[C:40][C:41]1[CH:46]=[CH:45][C:44]([O:47][CH3:48])=[C:43]([F:49])[CH:42]=1>C1(C)C=CC=CC=1.S([O-])([O-])(=O)=O.[Cu+2]>[Cl:1][C:2]1[CH:10]=[CH:9][C:8]2[N:7]([C:39]#[C:40][C:41]3[CH:46]=[CH:45][C:44]([O:47][CH3:48])=[C:43]([F:49])[CH:42]=3)[C:6]3[CH2:11][CH2:12][N:13]([CH3:15])[CH2:14][C:5]=3[C:4]=2[CH:3]=1 |f:2.3.4.5,8.9|. Reported procedure: 8-Chloro-2-methyl-2,3,4,5-tetrahydro-1H-pyrido[4,3-b]indole (100 mg, 0.45 mmol) was dissolved in toluene (5 mL). Copper sulfate (23 mg, 0.090 mmol), 1,10-phenanthroline (33 mg, 0.18 mmol), potassium phosphate (192 mg, 0.90 mmol), and 4-(bromoethynyl)-2-fluoro-1-methoxybenzene (113 mg, 0.49 mmol) were added, and the mixture was flushed with nitrogen. The reaction mixture was heated at 80° C. overnight (16 h). Product was detected by LCMS. The reaction mixture was filtered through Celite, and wash... The reactants are C[Si](OCCCC1=CC=CC1)(C)C ((3-trimethylsiloxypropyl)-cyclopentadiene), C(CCC)[Li] (butyl lithium). Run in CCOCC (ether), CCCCCC (hexane). Reaction conditions: time 2 hour. Yields the product C[Si](OCCC[C-]1C=CC=C1)(C)C.[Li+] (lithium (3-trimethylsiloxy-propyl)-cyclopentadienide). Yield: 85.0%. Reaction SMILES: [CH3:1][Si:2]([CH3:13])([CH3:12])[O:3][CH2:4][CH2:5][CH2:6][C:7]1[CH2:11][CH:10]=[CH:9][CH:8]=1.C([Li:18])CCC>CCOCC.CCCCCC>[CH3:13][Si:2]([CH3:1])([CH3:12])[O:3][CH2:4][CH2:5][CH2:6][C-:7]1[CH:11]=[CH:10][CH:9]=[CH:8]1.[Li+:18] |f:4.5|. Reported procedure: To a solution of 2.62 g (13.4 mmol) of (3-trimethylsiloxypropyl)-cyclopentadiene in ether, 5.36 ml of a 2.5 M (13.4 mmol) butyl lithium solution in hexane is added at −78° C. The immediate formation of a white solid is observed. The reaction is maintained under stirring for 2 hours; then, the white suspension is brought to dryness, the resulting solid is washed twice with hexane and a powdery white solid is obtained. (2.3 g, 11.4 mmol. Yield: 85%). The reactants are C(C)(=O)N1C(C(C2=CC(=CC=C12)[N+](=O)[O-])=C(C1=CC=CC=C1)OCC)=O (1-acetyl-3-(1-ethoxy-1-phenyl-methylidene)-5-nitro-2-indolinone), O1CCN(CC1)CC1=CC=C(N)C=C1 (4-morpholinomethyl-aniline), [OH-].[Na+] (sodium hydroxide). Solvent: CN(C)C=O (DMF), CO (methanol). The product is O1CCN(CC1)CC1=CC=C(C=C1)N\C(\C1=CC=CC=C1)=C\1/C(NC2=CC=C(C=C12)[N+](=O)[O-])=O ((Z)-3-[1-(4-morpholinomethyl-phenylamino)-1-phenyl-methylidene]-5-nitro-2-indolinone). RXN SMILES: C([N:4]1[C:12]2[C:7](=[CH:8][C:9]([N+:13]([O-:15])=[O:14])=[CH:10][CH:11]=2)[C:6](=[C:16](OCC)[C:17]2[CH:22]=[CH:21][CH:20]=[CH:19][CH:18]=2)[C:5]1=[O:26])(=O)C.[O:27]1[CH2:32][CH2:31][N:30]([CH2:33][C:34]2[CH:40]=[CH:39][C:37]([NH2:38])=[CH:36][CH:35]=2)[CH2:29][CH2:28]1.[OH-].[Na+]>CN(C=O)C.CO>[O:27]1[CH2:28][CH2:29][N:30]([CH2:33][C:34]2[CH:40]=[CH:39][C:37]([NH:38]/[C:16](=[C:6]3\[C:5](=[O:26])[NH:4][C:12]4[C:7]\3=[CH:8][C:9]([N+:13]([O-:15])=[O:14])=[CH:10][CH:11]=4)/[C:17]3[CH:18]=[CH:19][CH:20]=[CH:21][CH:22]=3)=[CH:36][CH:35]=2)[CH2:31][CH2:32]1 |f:2.3|. Procedure details: Prepared analogously to Example 82 from 1-acetyl-3-(1-ethoxy-1-phenyl-methylidene)-5-nitro-2-indolinone and 4-morpholinomethyl-aniline in DMF and subsequent treatment with sodium hydroxide solution in methanol. The reactants are IC1=CC(=C(C=C1)CO)OCCC ((4-iodo-2-propoxyphenyl)methanol), C(C(=O)Cl)(=O)Cl (oxalyl chloride). Solvent: CS(=O)C (DMSO). The product is IC1=CC(=C(C=O)C=C1)OCCC (4-Iodo-2-propoxybenzaldehyde). RXN SMILES: [I:1][C:2]1[CH:7]=[CH:6][C:5]([CH2:8][OH:9])=[C:4]([O:10][CH2:11][CH2:12][CH3:13])[CH:3]=1.C(Cl)(=O)C(Cl)=O>CS(C)=O>[I:1][C:2]1[CH:7]=[CH:6][C:5]([CH:8]=[O:9])=[C:4]([O:10][CH2:11][CH2:12][CH3:13])[CH:3]=1. Procedure: The procedure is the same as that described above, using 5.5 g, that is 18.8 mmol, of (4-iodo-2-propoxyphenyl)methanol, 1.8 ml of oxalyl chloride and 3 ml of DMSO. After evaporation of the solvents, 5.5 g (100%) of the expected compound are recovered in the form of a yellow solid. The reactants are N1CCC(CC1)N1CCC(CC1)N1C(NC2=C1C=CC=C2)=O (1-[1-(piperidin-4-yl)piperidin-4-yl]-1,3-dihydro-2H-benzimidazol-2-one), CC1=C(C=O)C(=CC=C1)C (2,6-dimethylbenzaldehyde). The reagents and catalysts are [Cl-].[Cl-].[Zn+2].[BH3-]C#N.[Na+] (ZnCl2 NaBH3CN). Solvent: CO (MeOH), CO (MeOH). Run at time 2 hour. The product is CC1=C(CN2CCC(CC2)N2CCC(CC2)N2C(NC3=C2C=CC=C3)=O)C(=CC=C1)C (1-[1-[1-(2,6-Dimethylbenzyl)piperidin-4-yl]piperidin-4-yl]-1,3-dihydro-2H-benzimidazol-2-one). RXN SMILES: [NH:1]1[CH2:6][CH2:5][CH:4]([N:7]2[CH2:12][CH2:11][CH:10]([N:13]3[C:17]4[CH:18]=[CH:19][CH:20]=[CH:21][C:16]=4[NH:15][C:14]3=[O:22])[CH2:9][CH2:8]2)[CH2:3][CH2:2]1.[CH3:23][C:24]1[CH:31]=[CH:30][CH:29]=[C:28]([CH3:32])[C:25]=1[CH:26]=O>CO.[Cl-].[Cl-].[Zn+2].[BH3-]C#N.[Na+]>[CH3:23][C:24]1[CH:31]=[CH:30][CH:29]=[C:28]([CH3:32])[C:25]=1[CH2:26][N:1]1[CH2:2][CH2:3][CH:4]([N:7]2[CH2:8][CH2:9][CH:10]([N:13]3[C:17]4[CH:18]=[CH:19][CH:20]=[CH:21][C:16]=4[NH:15][C:14]3=[O:22])[CH2:11][CH2:12]2)[CH2:5][CH2:6]1 |f:3.4.5.6.7|. Procedure details: To a solution of 19.8 mg of 1-[1-(piperidin-4-yl)piperidin-4-yl]-1,3-dihydro-2H-benzimidazol-2-one and 7.5 microliter of 2,6-dimethylbenzaldehyde in 1 ml of MeOH was added 274 microliter of 0.3M MeOH solution of ZnCl2—NaBH3CN at room temperature. The reaction mixture was stirred at room temperature for 2 h and quenched with saturated aqueous NaHCO3. The mixture was extracted with EtOAc, and the organic layer was washed with the 1:1 solution of saturated aqueous NaHCO3 and brine, and dried over a... Starting materials: NN (Hydrazine), N1(CCCC1)CCCCCCCCC1=C2C(C(=O)NC2=O)=CC=C1 (8-pyrrolidinyloctylphthalimide). The solvent is CO (methanol). Product: N1(CCCC1)CCCCCCCCN (8-pyrrolidinyloctylamine). RXN SMILES: [NH2:1]N.[N:3]1([CH2:8][CH2:9][CH2:10][CH2:11][CH2:12][CH2:13][CH2:14][CH2:15]C2C=CC=C3C(NC(=O)C=23)=O)[CH2:7][CH2:6][CH2:5][CH2:4]1>CO>[N:3]1([CH2:8][CH2:9][CH2:10][CH2:11][CH2:12][CH2:13][CH2:14][CH2:15][NH2:1])[CH2:4][CH2:5][CH2:6][CH2:7]1. Procedure: Hydrazine (aqueous solution at 35% by wt.) (0.15 ml; 1.6 mmoles) was added to 8-pyrrolidinyloctylphthalimide (263 mg; 0.8 mmoles) in methanol (5 ml) and the resulting solution was refluxed. Reaction times and process as per Example 1.